This data is from the Open Reaction Database (ORD), a public repository of structured organic reaction records. The task is: describe an organic reaction: reactants, conditions, products, and yield Reactants: COC1CCNCC1 (4-Methoxypiperidine), C(CO)#N (glycolonitrile). The solvent is CCOCC (Et2O). Run at temperature 70 celsius, time 1 hour. Yields the product COC1CCN(CC1)CC#N ((4-Methoxy-1-piperidinyl)acetonitrile). Isolated yield 75.9%. Reaction SMILES: [CH3:1][O:2][CH:3]1[CH2:8][CH2:7][NH:6][CH2:5][CH2:4]1.[C:9](#[N:12])[CH2:10]O>CCOCC>[CH3:1][O:2][CH:3]1[CH2:8][CH2:7][N:6]([CH2:10][C:9]#[N:12])[CH2:5][CH2:4]1. Procedure: 4-Methoxypiperidine (286) (10.1 g, 87.6 mmol) was added dropwise to a stirred aqueous solution of glycolonitrile (55%, 10.0 g, 96.4 mmol) at 5° C. and the solution was stirred at 70° C. for 1 h. The solution was cooled, diluted with Et2O (50 mL) and washed with water (2×20 mL). The organic fraction was dried and the solvent evaporated. The residue was purified by chromatography, eluting with a gradient (0-5%) of MeOH/DCM, to give nitrile 287 (10.25 g, 76%) as a colourless oil: 1H NMR δ 3.51 (s, ...